Dataset: the Open Reaction Database (ORD), a public repository of structured organic reaction records. Task: describe an organic reaction: reactants, conditions, products, and yield Reactants: CCOC(OCC)OCC, N=C(N)Nc1nc(-c2cccc(N)c2)cs1, O=C(O)C(F)(F)F. The product is CNc1cccc(-c2csc(NC(=N)N)n2)c1. Reaction SMILES: [CH2:24]([O:25][CH:26]([O:27][CH2:28][CH3:29])[O:30][CH2:31][CH3:32])[CH3:33].[NH:1]([C:2](=[NH:3])[NH2:4])[c:5]1[s:6][cH:7][c:8](-[c:10]2[cH:11][c:12]([NH2:16])[cH:13][cH:14][cH:15]2)[n:9]1.[OH:17][C:18]([C:19]([F:20])([F:21])[F:22])=[O:23]>>[NH:1]([C:2](=[NH:3])[NH2:4])[c:5]1[s:6][cH:7][c:8](-[c:10]2[cH:11][c:12]([NH:16][CH3:18])[cH:13][cH:14][cH:15]2)[n:9]1. The reactants are [Cl-].[Cl-].CC1(C=CC=C1)[Zr+2]C1(C=CC=C1)C (bis(methylcyclopentadienyl) zirconium dichloride), CCCCCC (hexane), C(CCC)[Li] (butyllithium), C1=CC=CC=2C3=CC=CC=C3CC12 (fluorene). Run in C(C)OCC (diethylether). Reaction conditions: time 2 hour. The product is [Cl-].CC1(C=CC=C1)[Zr+](C1=CC=CC=2C3=CC=CC=C3CC12)C1(C=CC=C1)C (bis(methylcyclopentadienyl) (fluorenyl) zirconium chloride). Reaction SMILES: [CH:1]1[C:13]2[CH2:12][C:11]3[C:6](=[CH:7][CH:8]=[CH:9][CH:10]=3)[C:5]=2[CH:4]=[CH:3][CH:2]=1.CCCCCC.C([Li])CCC.[Cl-:25].[Cl-].[CH3:27][C:28]1([Zr+2:33][C:34]2([CH3:39])[CH:38]=[CH:37][CH:36]=[CH:35]2)[CH:32]=[CH:31][CH:30]=[CH:29]1>C(OCC)C>[Cl-:25].[CH3:27][C:28]1([Zr+:33]([C:34]2([CH3:39])[CH:38]=[CH:37][CH:36]=[CH:35]2)[C:1]2[C:13]3[CH2:12][C:11]4[C:6](=[CH:7][CH:8]=[CH:9][CH:10]=4)[C:5]=3[CH:4]=[CH:3][CH:2]=2)[CH:29]=[CH:30][CH:31]=[CH:32]1 |f:3.4.5,7.8|. Procedure: About 2.4 mmol of fluorene was dissolved in 50 ml of diethylether and mixed with 1.5 ml of a 1.6M hexane solution of butyllithium and stirred for 2 hrs at room temperature. Then 0.77 g of bis(methylcyclopentadienyl) zirconium dichloride was added. The reaction mixture was then stirred for an addition 90 mins. Then the solvent was removed using a vacuum. The residue was extracted with toluene and a suspension filtered over sodium sulfate. The filtrate was freed from solvent and taken up in 50 ml ... Reactants: C(C1=CC=CC=C1)OC1=CC=C(C=C1)O (4-benzyloxyphenol), FC(COS(=O)(=O)C1=CC=C(C=C1)C)(F)F (2,2,2-trifluoroethyl-p-toluenesulphonate), [H-].[Na+] (sodium hydride). Solvent: O (water), CN(C=O)C (dimethylformamide). Reaction conditions: temperature 110 celsius. Product: C(C1=CC=CC=C1)OC1=CC=C(C=C1)OCC(F)(F)F (1-Benzyloxy-4-(2,2,2-trifluoroethoxy)benzene). As a reaction SMILES: [CH2:1]([O:8][C:9]1[CH:14]=[CH:13][C:12]([OH:15])=[CH:11][CH:10]=1)[C:2]1[CH:7]=[CH:6][CH:5]=[CH:4][CH:3]=1.[F:16][C:17]([F:31])([F:30])[CH2:18]OS(C1C=CC(C)=CC=1)(=O)=O.[H-].[Na+]>CN(C)C=O.O>[CH2:1]([O:8][C:9]1[CH:10]=[CH:11][C:12]([O:15][CH2:18][C:17]([F:31])([F:30])[F:16])=[CH:13][CH:14]=1)[C:2]1[CH:3]=[CH:4][CH:5]=[CH:6][CH:7]=1 |f:2.3|. Procedure: To a solution of 4-benzyloxyphenol (5 g) and 2,2,2-trifluoroethyl-p-toluenesulphonate (5 g) in dimethylformamide (50 ml) was added sodium hydride (60% dispersion in oil, 2.3 g) and the solution heated to 110° C. for 16 h. The mixture was cooled, diluted with water and the product extracted into ethyl acetate. The organic phase was washed with water, brine and dried (MgSO4). The solvent was remove in vacuo and the residue chromatographed on silica gel (eluting with 10% diethyl ether/hexane) to gi... The reactants are CC(=O)O, CCCCCOC(=O)COc1cc([N+](=O)[O-])c(F)cc1Cl, [Fe], O. Product: CCCCCOC(=O)COc1cc(N)c(F)cc1Cl. RXN SMILES: [CH3:23][C:24](=[O:25])[OH:26].[Cl:2][c:3]1[cH:4][c:5]([F:22])[c:6]([N+:19]([O-:20])=[O:21])[cH:7][c:8]1[O:9][CH2:10][C:11](=[O:12])[O:13][CH2:14][CH2:15][CH2:16][CH2:17][CH3:18].[Fe:27].[OH2:1]>>[Cl:2][c:3]1[cH:4][c:5]([F:22])[c:6]([NH2:19])[cH:7][c:8]1[O:9][CH2:10][C:11](=[O:12])[O:13][CH2:14][CH2:15][CH2:16][CH2:17][CH3:18].